The task is: describe an organic reaction: reactants, conditions, products, and yield. This data is from the Open Reaction Database (ORD), a public repository of structured organic reaction records. The reactants are CCO, CSc1nc(NC2CCCC2)n2nc(-c3ccccc3)cc2n1. Yields the product c1ccc(-c2cc3ncnc(NC4CCCC4)n3n2)cc1. As a reaction SMILES: [CH3:24][CH2:25][OH:26].[CH:1]1([NH:6][c:7]2[n:8][c:9]([S:22][CH3:23])[n:10][c:11]3[n:12]2[n:13][c:14](-[c:16]2[cH:17][cH:18][cH:19][cH:20][cH:21]2)[cH:15]3)[CH2:2][CH2:3][CH2:4][CH2:5]1>>[CH:1]1([NH:6][c:7]2[n:8][cH:9][n:10][c:11]3[n:12]2[n:13][c:14](-[c:16]2[cH:17][cH:18][cH:19][cH:20][cH:21]2)[cH:15]3)[CH2:2][CH2:3][CH2:4][CH2:5]1. The reactants are ClC1=C(C(=O)O)C=C(C=C1)N (2-chloro-5-(amino)benzoic acid), Cl (HCl), CO (methanol). Reaction conditions: time 16 hour. Yields the product ClC1=C(C(=O)OC)C=C(C=C1)N (Methyl 2-chloro-5-(amino)benzoate). As a reaction SMILES: [Cl:1][C:2]1[CH:10]=[CH:9][C:8]([NH2:11])=[CH:7][C:3]=1[C:4]([OH:6])=[O:5].Cl.[CH3:13]O>>[Cl:1][C:2]1[CH:10]=[CH:9][C:8]([NH2:11])=[CH:7][C:3]=1[C:4]([O:6][CH3:13])=[O:5]. Procedure: A solution of 10 g of 2-chloro-5-(amino)benzoic acid in 250 mL of methanol was saturated with HCl (gas) and stirred for 16 h. The solution was concentrated in vacuo, diluted with water, made neutral with 5N NaOH and extracted twice with ether. The organic layers were washed with a portion of brine, combined, dried over sodium sulfate and evaporated to afford 10 g of title compound as a slightly pink solid. Starting materials: FC1=C(C=C(C=C1)F)C=CC(=O)N[C@@H](CC1=CN(C2=CC=CC=C12)C)C(=O)OC (Methyl Nα-[3-(2,5-Difluorophenyl)acryloyl]-1-Methyl-L-Tryptophanate), [OH-].[Na+] (sodium hydroxide). Solvent: CO (methanol). The product is FC1=C(C=C(C=C1)F)C=CC(=O)N[C@@H](CC1=CN(C2=CC=CC=C12)C)C(=O)O (Nα-[3-(2,5-Difluorophenyl)acryloyl]-1-Methyl-L-Tryptophan). Yield: 75.1%. RXN SMILES: [F:1][C:2]1[CH:7]=[CH:6][C:5]([F:8])=[CH:4][C:3]=1[CH:9]=[CH:10][C:11]([NH:13][C@H:14]([C:26]([O:28]C)=[O:27])[CH2:15][C:16]1[C:24]2[C:19](=[CH:20][CH:21]=[CH:22][CH:23]=2)[N:18]([CH3:25])[CH:17]=1)=[O:12].[OH-].[Na+]>CO>[F:1][C:2]1[CH:7]=[CH:6][C:5]([F:8])=[CH:4][C:3]=1[CH:9]=[CH:10][C:11]([NH:13][C@H:14]([C:26]([OH:28])=[O:27])[CH2:15][C:16]1[C:24]2[C:19](=[CH:20][CH:21]=[CH:22][CH:23]=2)[N:18]([CH3:25])[CH:17]=1)=[O:12] |f:1.2|. Reported procedure: The same procedures as in Example 64 were carried out from the compound obtained in Example 26 (2.9 g), 1 mol/L of an aqueous sodium hydroxide solution (15.0 mL), and methanol (150 mL), to give the captioned compound (2.1 g, 74%) as crystals.